From a dataset of the Open Reaction Database (ORD), a public repository of structured organic reaction records. describe an organic reaction: reactants, conditions, products, and yield Reactants: COC(=O)c1cccc(C(C)(C)C#N)c1, CO, [Li+], C1CCOC1, [OH-], O, O. Product: CC(C)(C#N)c1cccc(C(=O)O)c1. RXN SMILES: [C:1](#[N:2])[C:3]([CH3:4])([CH3:5])[c:6]1[cH:7][c:8]([C:9](=[O:10])[O:11][CH3:12])[cH:13][cH:14][cH:15]1.[CH3:19][OH:20].[Li+:18].[O:22]1[CH2:23][CH2:24][CH2:25][CH2:26]1.[OH-:17].[OH2:16].[OH2:21]>>[C:1](#[N:2])[C:3]([CH3:4])([CH3:5])[c:6]1[cH:7][c:8]([C:9](=[O:10])[OH:11])[cH:13][cH:14][cH:15]1. As a reaction SMILES: [CH3:24][c:25]1[cH:26][cH:27][cH:28][cH:29][cH:30]1.[Cl:18][CH2:19][CH2:20][C:21](=[O:22])[Cl:23].[Cl:1][c:2]1[cH:3][c:4]2[c:5]([cH:16][cH:17]1)[O:6][CH2:7][O:8][c:9]1[c:10]([cH:12][cH:13][cH:14][cH:15]1)[NH:11]2>>[Cl:1][c:2]1[cH:3][c:4]2[c:5]([cH:16][cH:17]1)[O:6][CH2:7][O:8][c:9]1[c:10]([cH:12][cH:13][cH:14][cH:15]1)[N:11]2[C:21]([CH2:20][CH2:19][Cl:18])=[O:22]. Product: O=C(CCCl)N1c2ccccc2OCOc2ccc(Cl)cc21. The reactants are Cc1ccccc1, O=C(Cl)CCCl, Clc1ccc2c(c1)Nc1ccccc1OCO2. The reactants are C1COCCO1, CC(C)(C)OC(=O)N1CCN(c2cc(B3OC(C)(C)C(C)(C)O3)ccn2)CC1, [Cl-], Oc1ccc(Cl)cc1I, [NH4+], [Na+], [Na+], O=C([O-])[O-], O, c1ccc(P(c2ccccc2)(c2ccccc2)[Pd](P(c2ccccc2)(c2ccccc2)c2ccccc2)(P(c2ccccc2)(c2ccccc2)c2ccccc2)P(c2ccccc2)(c2ccccc2)c2ccccc2)cc1. Product: CC(C)(C)OC(=O)N1CCN(c2cc(-c3cc(Cl)ccc3O)ccn2)CC1. RXN SMILES: [CH2:44]1[O:45][CH2:46][CH2:47][O:48][CH2:49]1.[CH3:10][C:11]1([CH3:12])[C:13]([CH3:14])([CH3:15])[O:16][B:17]([c:18]2[cH:19][c:20]([N:24]3[CH2:25][CH2:26][N:27]([C:30](=[O:31])[O:32][C:33]([CH3:34])([CH3:35])[CH3:36])[CH2:28][CH2:29]3)[n:21][cH:22][cH:23]2)[O:37]1.[Cl-:50].[Cl:1][c:2]1[cH:3][c:4]([I:9])[c:5]([OH:8])[cH:6][cH:7]1.[NH4+:51].[Na+:38].[Na+:39].[O-:40][C:41](=[O:42])[O-:43].[OH2:129].[cH:52]1[cH:53][cH:54][c:55]([P:56]([Pd:57]([P:58]([c:59]2[cH:60][cH:61][cH:62][cH:63][cH:64]2)([c:65]2[cH:66][cH:67][cH:68][cH:69][cH:70]2)[c:71]2[cH:72][cH:73][cH:74][cH:75][cH:76]2)([P:77]([c:78]2[cH:79][cH:80][cH:81][cH:82][cH:83]2)([c:84]2[cH:85][cH:86][cH:87][cH:88][cH:89]2)[c:90]2[cH:91][cH:92][cH:93][cH:94][cH:95]2)[P:96]([c:97]2[cH:98][cH:99][cH:100][cH:101][cH:102]2)([c:103]2[cH:104][cH:105][cH:106][cH:107][cH:108]2)[c:109]2[cH:110][cH:111][cH:112][cH:113][cH:114]2)([c:115]2[cH:116][cH:117][cH:118][cH:119][cH:120]2)[c:121]2[cH:122][cH:123][cH:124][cH:125][cH:126]2)[cH:127][cH:128]1>>[Cl:1][c:2]1[cH:3][c:4](-[c:18]2[cH:19][c:20]([N:24]3[CH2:25][CH2:26][N:27]([C:30](=[O:31])[O:32][C:33]([CH3:34])([CH3:35])[CH3:36])[CH2:28][CH2:29]3)[n:21][cH:22][cH:23]2)[c:5]([OH:8])[cH:6][cH:7]1. Reactants: C(C)OC=1C(=CSC1)C(=O)O (4-ethoxy-3-thiophenecarboxylic acid), S(=O)(=O)(Cl)Cl (sulfuryl chloride). Solvent: C(Cl)(Cl)Cl (chloroform). Reaction conditions: time 30 minute. The product is ClC1=C(C(=CS1)C(=O)O)OCC (5-chloro-4-ethoxy-3-thiophenecarboxylic acid). RXN SMILES: [CH2:1]([O:3][C:4]1[C:5]([C:9]([OH:11])=[O:10])=[CH:6][S:7][CH:8]=1)[CH3:2].S(Cl)([Cl:15])(=O)=O>C(Cl)(Cl)Cl>[Cl:15][C:8]1[S:7][CH:6]=[C:5]([C:9]([OH:11])=[O:10])[C:4]=1[O:3][CH2:1][CH3:2]. Reported procedure: A 15.45 g. portion of 4-ethoxy-3-thiophenecarboxylic acid is suspended in 30 ml. of chloroform. To this is added dropwise 8.1 ml. of sulfuryl chloride with stirring. The mixture is stirred for 30 minutes and the precipitate is collected, giving 5-chloro-4-ethoxy-3-thiophenecarboxylic acid. Reactants: CC1=NC2=C(C=CC=C2C=C1)N (2-methylquinolin-8-amine), CC1=CC=CC(=N1)Br (6-methyl-2-bromopyridine), CC(C)([O-])C.[Na+] (sodium tert-butoxide). The solvent is C1(=CC=CC=C1)C (toluene). The product is CC1=NC2=C(C=CC=C2C=C1)NC1=NC(=CC=C1)C (2-Methyl-N-(6-methylpyridin-2-yl)quinolin-8-amine). The yield is 68.0%. RXN SMILES: [CH3:1][C:2]1[CH:11]=[CH:10][C:9]2[C:4](=[C:5]([NH2:12])[CH:6]=[CH:7][CH:8]=2)[N:3]=1.[CH3:13][C:14]1[N:19]=[C:18](Br)[CH:17]=[CH:16][CH:15]=1.CC(C)([O-])C.[Na+]>C1(C)C=CC=CC=1>[CH3:1][C:2]1[CH:11]=[CH:10][C:9]2[C:4](=[C:5]([NH:12][C:18]3[CH:17]=[CH:16][CH:15]=[C:14]([CH3:13])[N:19]=3)[CH:6]=[CH:7][CH:8]=2)[N:3]=1 |f:2.3|. Reported procedure: To a flask were added 4.2 g of 2-methylquinolin-8-amine, 4.6 g of 6-methyl-2-bromopyridine, 3.3 g of sodium tert-butoxide, and 75 ml toluene. The mixture was purged thoroughly with nitrogen and 44 mg of 1,1′-bis(diphenylphosphino)ferrocene and 18 mg of palladium acetate were added. The reaction mixture was heated to 80 C for 16 hours, and then cooled to 22 C. After quenching with 100 ml of water, the product was extracted with 75 ml ethyl acetate. The product was extracted with 120 ml of 1M hydr... Starting materials: CC(NC(=O)OC(C)(C)C)C(=O)O, N#CC1CNC1, CCOC(C)=O, CCN(C(C)C)C(C)C, ClCCl, Cl, F[B-](F)(F)F, O, CN(C)C(On1nnc2ccccc21)=[N+](C)C. Yields the product CC(NC(=O)OC(C)(C)C)C(=O)N1CC(C#N)C1. RXN SMILES: [C:1](=[O:2])([O:3][C:4]([CH3:5])([CH3:6])[CH3:7])[NH:8][CH:9]([CH3:10])[C:11](=[O:12])[OH:13].[C:37](#[N:38])[CH:39]1[CH2:40][NH:41][CH2:42]1.[CH3:55][CH2:56][O:57][C:58](=[O:59])[CH3:60].[CH:43]([N:44]([CH2:45][CH3:46])[CH:47]([CH3:48])[CH3:49])([CH3:50])[CH3:51].[Cl:52][CH2:53][Cl:54].[ClH:36].[F:14][B-:15]([F:16])([F:17])[F:18].[OH2:61].[n:19]1([O:20][C:21]([N:22]([CH3:23])[CH3:24])=[N+:25]([CH3:26])[CH3:27])[c:28]2[cH:29][cH:30][cH:31][cH:32][c:33]2[n:34][n:35]1>>[C:1](=[O:2])([O:3][C:4]([CH3:5])([CH3:6])[CH3:7])[NH:8][CH:9]([CH3:10])[C:11](=[O:13])[N:41]1[CH2:40][CH:39]([C:37]#[N:38])[CH2:42]1. Product: COC(=O)C=1N=CC(=NC1)N1[C@@H](CN(CC1)C(=O)OC(C)(C)C)C ((R)-2-Methyl-4-boc-3,4,5,6-tetrahydro-2H-[1,2′]bipyrazinyl-5′-carboxylic acid methyl ester). Conditions: temperature 140 celsius, time 3 hour. Reported procedure: To (R)-1-boc-methylpiperazine (1 g, 5.0 mmol) in DMF (20 mL) is added 5-chloro-pyrazine-2-carboxylic acid methyl ester (862 mg, 5.0 mmol) and Na2CO3 (2.1 g, 20.0 mmol). The reaction mixture is stirred in a microwave reactor at 140° C. for 3 h. Then the mixture is cooled to rt and the organic solvent is removed in vacuo to afford a brown colored solid as product (1.7 g, quant.). The reactants are C(=O)(OC(C)(C)C)N1[C@@H](CNCC1)C ((R)-1-boc-methylpiperazine), COC(=O)C1=NC=C(N=C1)Cl (5-chloro-pyrazine-2-carboxylic acid methyl ester), C(=O)([O-])[O-].[Na+].[Na+] (Na2CO3). Run in CN(C)C=O (DMF). As a reaction SMILES: [C:1]([N:8]1[CH2:13][CH2:12][NH:11][CH2:10][C@H:9]1C)([O:3][C:4]([CH3:7])([CH3:6])[CH3:5])=[O:2].[CH3:15][O:16][C:17]([C:19]1[CH:24]=[N:23][C:22](Cl)=[CH:21][N:20]=1)=[O:18].[C:26]([O-])([O-])=O.[Na+].[Na+]>CN(C=O)C>[CH3:15][O:16][C:17]([C:19]1[N:20]=[CH:21][C:22]([N:11]2[CH2:12][CH2:13][N:8]([C:1]([O:3][C:4]([CH3:5])([CH3:6])[CH3:7])=[O:2])[CH2:9][C@H:10]2[CH3:26])=[N:23][CH:24]=1)=[O:18] |f:2.3.4|.